Task: describe an organic reaction: reactants, conditions, products, and yield. Dataset: the Open Reaction Database (ORD), a public repository of structured organic reaction records Reactants: CC(C)([O-])C.[K+] (potassium tert-butoxide), C(C(=O)Cl)(=O)Cl (oxalyl chloride), CN(C)C=O (DMF), ClC1=CC=CC(=N1)C(=O)O (6-Chloropyridine-2-carboxylic acid). The solvent is C(Cl)Cl (DCM). Run at time 3 hour. Product: ClC1=CC=CC(=N1)C(=O)OC(C)(C)C (tert-Butyl 6-chloropyridine-2-carboxylate). Isolated yield 45.9%. As a reaction SMILES: [Cl:1][C:2]1[N:7]=[C:6]([C:8]([OH:10])=[O:9])[CH:5]=[CH:4][CH:3]=1.C(Cl)(=O)C(Cl)=O.CN(C=O)C.[CH3:22][C:23]([CH3:26])([O-])[CH3:24].[K+]>C(Cl)Cl>[Cl:1][C:2]1[N:7]=[C:6]([C:8]([O:10][C:23]([CH3:26])([CH3:24])[CH3:22])=[O:9])[CH:5]=[CH:4][CH:3]=1 |f:3.4|. Procedure: 6-Chloropyridine-2-carboxylic acid (5.00 g, 31.7 mmol) was dissolved in DCM (150 mL) and oxalyl chloride (5.45 mL, 63.5 mmol) and DMF (1 mL) were added. The reaction mixture was stirred for 3 h, concentrated in vacuo and azeotroped with DCM. The residue was dissolved in THF (150 mL) and potassium tert-butoxide (3.39 mg, 47.6 mmol) was added. The reaction mixture was stirred for 18 h, quenched with water (250 mL) and extracted with DCM (3×150 mL). The combined organic fractions were washed with s... The product is C1CCCC2=CC=CC=C12 (tetrahydronaphthalene). Procedure: In Examples 13A-13J hereinafter the numerals given after the notation "epoxide" denotes the number of the respective Examples hereinbefore. The preferred compounds are "epoxide 1", "epoxide 2" and "epoxide 8", i.e. the novel epoxides 6,7-epoxy-1,1,4,4,6-pentamethyl-1,2,3,4,5,6,7,8-octahydronaphthalene, 6,7-epoxy-1,1,3,4,4,6-hexamethyl-1,2,3,4,5,6,7,8-octahydronaphthalene and 5,6-epoxy-1,1,2,3,3-pentamethyl-4,5,6,7-tetrahydroindane referred to in Examples 1, 2 and 8, respectively. The reactants are epoxides 6,7-epoxy-1,1,4,4,6-pentamethyl-1,2,3,4,5,6,7,8-octahydronaphthalene, epoxide, epoxide, O1C2CC=3C(C(C(C3CC21)(C)C)C)(C)C (5,6-epoxy-1,1,2,3,3-pentamethyl-4,5,6,7-tetrahydroindane), epoxide, epoxide, O1C2(CC=3C(C(CC(C3CC21)(C)C)C)(C)C)C (6,7-epoxy-1,1,3,4,4,6-hexamethyl-1,2,3,4,5,6,7,8-octahydronaphthalene). As a reaction SMILES: O1[CH:11]2[C:2]1(C)[CH2:3][C:4]1[C:5](C)(C)[CH:6](C)[CH2:7][C:8](C)(C)[C:9]=1[CH2:10]2.O1C2C1CC1C(C)(C)C(C)C(C)(C)C=1C2>>[CH2:8]1[C:9]2[C:4](=[CH:3][CH:2]=[CH:11][CH:10]=2)[CH2:5][CH2:6][CH2:7]1. Starting materials: CC1(C=O)CC1, C[Si](C)(C)C#N, ClC(Cl)Cl, [Mg+2], NC(CO)c1ccccc1, O=S(=O)([O-])[O-]. The product is CC1(C(C#N)NC(CO)c2ccccc2)CC1. As a reaction SMILES: [CH3:1][C:2]1([CH:5]=[O:6])[CH2:3][CH2:4]1.[CH3:23][Si:24]([C:25]#[N:26])([CH3:27])[CH3:28].[Cl:29][CH:30]([Cl:31])[Cl:32].[Mg+2:17].[NH2:7][CH:8]([CH2:9][OH:10])[c:11]1[cH:12][cH:13][cH:14][cH:15][cH:16]1.[O-:18][S:19]([O-:20])(=[O:21])=[O:22]>>[CH3:1][C:2]1([CH:5]([NH:7][CH:8]([CH2:9][OH:10])[c:11]2[cH:12][cH:13][cH:14][cH:15][cH:16]2)[C:25]#[N:26])[CH2:3][CH2:4]1. Starting materials: ClC=1C=C(C2=C(COCO2)C1)COC1=C(C=CC=C1)N (2-[(6-chloro-2H,4H-benzo[e]1,3-dioxin-8-yl)methoxy]phenylamine), C(C)(C)N(C(C)C)CC (N,N-diisopropylethylamine), ClC(C(=O)Cl)(Cl)Cl (trichloroacetyl chloride). Solvent: O1CCCC1 (tetrahydrofuran). Conditions: time 16 hour. Yields the product ClC(C(=O)NC1=C(C=CC=C1)OCC1=CC(=CC=2COCOC21)Cl)(Cl)Cl (2,2,2-trichloro-N-{2-[(6-chloro(2H,4H-benzo[e]1,3-dioxin-8-yl))methoxy]phenyl}acetamide). Reaction SMILES: [Cl:1][C:2]1[CH:3]=[C:4]([CH2:12][O:13][C:14]2[CH:19]=[CH:18][CH:17]=[CH:16][C:15]=2[NH2:20])[C:5]2[O:10][CH2:9][O:8][CH2:7][C:6]=2[CH:11]=1.C(N(CC)C(C)C)(C)C.[Cl:30][C:31]([Cl:36])([Cl:35])[C:32](Cl)=[O:33]>O1CCCC1>[Cl:30][C:31]([Cl:36])([Cl:35])[C:32]([NH:20][C:15]1[CH:16]=[CH:17][CH:18]=[CH:19][C:14]=1[O:13][CH2:12][C:4]1[C:5]2[O:10][CH2:9][O:8][CH2:7][C:6]=2[CH:11]=[C:2]([Cl:1])[CH:3]=1)=[O:33]. Procedure: To a solution of 2-[(6-chloro-2H,4H-benzo[e]1,3-dioxin-8-yl)methoxy]phenylamine (75 mg, 0.257 mmol) in anhydrous tetrahydrofuran (2 mL) was added N,N-diisopropylethylamine (0.090 mL, 0.514 mmol), followed by trichloroacetyl chloride (0.058 mL, 0.514 mmol). The resulting mixture was stirred at room temperature for 16 hours. The solvent was evaporated under reduced pressure and the residue was purified by column chromatography to give 2,2,2-trichloro-N-{2-[(6-chloro(2H,4H-benzo[e]1,3-dioxin-8-yl))... The reactants are CN(CCc1ccccc1OCCO)C(=O)C(Cc1ccc2ccccc2c1)NC(=O)OC(C)(C)C, O=C([O-])O, ClCCl, [Na+], O=C(O)C(F)(F)F. RXN SMILES: [C:1]([O:2][C:3](=[O:4])[NH:7][CH:8]([CH2:9][c:10]1[cH:11][c:12]2[cH:13][cH:14][cH:15][cH:16][c:17]2[cH:18][cH:19]1)[C:20]([N:21]([CH3:22])[CH2:23][CH2:24][c:25]1[c:26]([O:31][CH2:32][CH2:33][OH:34])[cH:27][cH:28][cH:29][cH:30]1)=[O:35])([CH3:5])([CH3:6])[CH3:36].[C:44](=[O:45])([O-:46])[OH:47].[Cl:49][CH2:50][Cl:51].[Na+:48].[OH:37][C:38]([C:39]([F:40])([F:41])[F:42])=[O:43]>>[NH2:7][CH:8]([CH2:9][c:10]1[cH:11][c:12]2[cH:13][cH:14][cH:15][cH:16][c:17]2[cH:18][cH:19]1)[C:20]([N:21]([CH3:22])[CH2:23][CH2:24][c:25]1[c:26]([O:31][CH2:32][CH2:33][OH:34])[cH:27][cH:28][cH:29][cH:30]1)=[O:35]. Product: CN(CCc1ccccc1OCCO)C(=O)C(N)Cc1ccc2ccccc2c1. The reactants are O=C(O)c1ccc2[nH]cc(Cc3ccc(Cl)cc3Cl)c2c1, C1=C(C2=NNCCCCCCCC2)CCCCCCCCC1, CCCCCS(N)(=O)=O, CN(C)C=O, Cl, O. The product is CCCCCS(=O)(=O)NC(=O)c1ccc2[nH]cc(Cc3ccc(Cl)cc3Cl)c2c1. Reaction SMILES: [C:1](=[O:2])([OH:3])[c:4]1[cH:5][c:6]2[c:7]([CH2:13][c:14]3[c:15]([Cl:21])[cH:16][c:17]([Cl:20])[cH:18][cH:19]3)[cH:8][nH:9][c:10]2[cH:11][cH:12]1.[C:22]1([C:23]2=[CH:33][CH2:32][CH2:31][CH2:30][CH2:29][CH2:28][CH2:27][CH2:26][CH2:25][CH2:24]2)=[N:43][NH:42][CH2:41][CH2:40][CH2:39][CH2:38][CH2:37][CH2:36][CH2:35][CH2:34]1.[CH2:44]([CH2:45][CH2:46][CH2:47][CH3:48])[S:49](=[O:50])(=[O:51])[NH2:52].[CH3:55][N:56]([CH3:57])[CH:58]=[O:59].[ClH:53].[OH2:54]>>[C:1](=[O:3])([c:4]1[cH:5][c:6]2[c:7]([CH2:13][c:14]3[c:15]([Cl:21])[cH:16][c:17]([Cl:20])[cH:18][cH:19]3)[cH:8][nH:9][c:10]2[cH:11][cH:12]1)[NH:52][S:49]([CH2:44][CH2:45][CH2:46][CH2:47][CH3:48])(=[O:50])=[O:51]. RXN SMILES: [Cl:1][C:2]1[C:7]([C:8]([NH:10][C:11]([CH3:15])([CH3:14])[CH2:12]Cl)=[O:9])=[CH:6][CH:5]=[CH:4][N:3]=1>C[Si](C)(C)N[Si](C)(C)C>[Cl:1][C:2]1[C:7]([C:8]2[O:9][CH2:12][C:11]([CH3:15])([CH3:14])[N:10]=2)=[CH:6][CH:5]=[CH:4][N:3]=1. Conditions: temperature 125 celsius. The solvent is C[Si](N[Si](C)(C)C)(C)C (hexamethyldisilazane). Reactants: ClC1=NC=CC=C1C(=O)NC(CCl)(C)C (2-chloro 3-(1,1-dimethyl-2-chloroethyl)aminocarbonylpyridine). Yield: 77.2%. Procedure details: 24.7 g (0.10 mole) of 2-chloro 3-(1,1-dimethyl-2-chloroethyl)aminocarbonylpyridine, prepared as described in Example 2c, are suspended in hexamethyldisilazane and the suspension is heated at reflux for 6 h (about 125° C.). The excess hexamethyldisilazane is evaporated under reduced pressure and the residue is distilled under high vacuum to give 16.27 g of 2-chloro 3-(4,4-dimethyl 2-oxazolinyl)pyridine. The product is ClC1=NC=CC=C1C=1OCC(N1)(C)C (2-chloro 3-(4,4-dimethyl 2-oxazolinyl)pyridine).